Dataset: the Open Reaction Database (ORD), a public repository of structured organic reaction records. Task: describe an organic reaction: reactants, conditions, products, and yield Reactants: C1(=CC=CC=C1)S(=O)(=O)CC(=O)O (phenylsulfonylacetic acid), C(=O)=O (carbon dioxide), OC1CCNCC1 (4-hydroxypiperidine), C=O (formaldehyde). The solvent is O (water), O1CCOCC1 (dioxane), O1CCOCC1 (dioxane). Conditions: temperature 42 celsius. The product is C1(=CC=CC=C1)S(=O)(=O)C(CN1CCC(CC1)O)=C (1-[2-(Phenylsulfonyl)-2-propenyl]-4-piperidinol). As a reaction SMILES: [C:1]1([S:7]([CH2:10][C:11](O)=O)(=[O:9])=[O:8])[CH:6]=[CH:5][CH:4]=[CH:3][CH:2]=1.[OH:14][CH:15]1[CH2:20][CH2:19][NH:18][CH2:17][CH2:16]1.C=O.[C:23](=O)=O>O.O1CCOCC1>[C:1]1([S:7]([C:10](=[CH2:11])[CH2:23][N:18]2[CH2:19][CH2:20][CH:15]([OH:14])[CH2:16][CH2:17]2)(=[O:8])=[O:9])[CH:2]=[CH:3][CH:4]=[CH:5][CH:6]=1. Reported procedure: 4.0 g. (0.02 mole) of phenylsulfonylacetic acid was dissolved in 15 ml. of dioxane followed by a solution of 2.0 g. (0.02 mole) of 4-hydroxypiperidine in 20 ml. of dioxane and 2 ml. of water. At 30° C. 3.5 g. (0.04 mole) of 37% aqueous formaldehyde was added rapidly and the reaction mixture agitated thoroughly. The temperature was gradually raised by means of an oil bath to 42° C. and carbon dioxide evolution was initiated. The mixture was maintained at approximately 42° C. for an additional 2 h... Starting materials: P(Cl)(Cl)Cl (Phosphorus trichloride), C1(=CC=CC=C1)CC(=O)NC1[C@@H]2N(C(=C(CS2=O)C=CC2=NC=CC=C2)C(=O)OC(C2=CC=CC=C2)C2=CC=CC=C2)C1=O (benzhydryl 7-phenylacetamido-3-[2-(2-pyridyl)vinyl]-3-cephem-4-carboxylate-1-oxide), O (water). Run in CN(C=O)C (dimethylformamide). Run at time 10 minute. Yields the product C1(=CC=CC=C1)CC(=O)NC1[C@@H]2N(C(=C(CS2)C=CC2=NC=CC=C2)C(=O)OC(C2=CC=CC=C2)C2=CC=CC=C2)C1=O (benzhydryl 7-phenylacetamido-3-[2-(2-pyridyl)vinyl]-3-cephem-4-carboxylate). Yield: 73.6%. Reaction SMILES: P(Cl)(Cl)Cl.[C:5]1([CH2:11][C:12]([NH:14][CH:15]2[C:47](=[O:48])[N:17]3[C:18]([C:31]([O:33][CH:34]([C:41]4[CH:46]=[CH:45][CH:44]=[CH:43][CH:42]=4)[C:35]4[CH:40]=[CH:39][CH:38]=[CH:37][CH:36]=4)=[O:32])=[C:19]([CH:23]=[CH:24][C:25]4[CH:30]=[CH:29][CH:28]=[CH:27][N:26]=4)[CH2:20][S:21](=O)[C@H:16]23)=[O:13])[CH:10]=[CH:9][CH:8]=[CH:7][CH:6]=1.O>CN(C)C=O>[C:5]1([CH2:11][C:12]([NH:14][CH:15]2[C:47](=[O:48])[N:17]3[C:18]([C:31]([O:33][CH:34]([C:41]4[CH:42]=[CH:43][CH:44]=[CH:45][CH:46]=4)[C:35]4[CH:36]=[CH:37][CH:38]=[CH:39][CH:40]=4)=[O:32])=[C:19]([CH:23]=[CH:24][C:25]4[CH:30]=[CH:29][CH:28]=[CH:27][N:26]=4)[CH2:20][S:21][C@H:16]23)=[O:13])[CH:10]=[CH:9][CH:8]=[CH:7][CH:6]=1. Reported procedure: Phosphorus trichloride (15.2 g) was added to the solution of benzhydryl 7-phenylacetamido-3-[2-(2-pyridyl)vinyl]-3-cephem-4-carboxylate-1-oxide (trans isomer) (22.2 g) in dimethylformamide (220 ml) at -30° C. and the solution was stirred at -30° to -25° C. for 10 minutes. The reaction mixture was poured into cold water (1 l) and resulting precipitates were collected by filtration. The filtrate was dissolved in ethyl acetate (300 ml) and the ethyl acetate layer was washed with brine, dried over m... Starting materials: COc1ccc(CC(C(=O)O)N(C)C(=O)OCc2ccccc2)cc1, CN1CCOCC1, C(=NC1CCCCC1)=NC1CCCCC1, ClCCl, CC(N)C(CO[Si](C)(C)C(C)(C)C)NC(=O)OC(C)(C)C, On1nnc2ccccc21. The product is COc1ccc(CC(C(=O)NC(C)C(CO[Si](C)(C)C(C)(C)C)NC(=O)OC(C)(C)C)N(C)C(=O)OCc2ccccc2)cc1. RXN SMILES: [C:39](=[O:40])([O:41][CH2:42][c:43]1[cH:44][cH:45][cH:46][cH:47][cH:48]1)[N:49]([CH:50]([CH2:51][c:52]1[cH:53][cH:54][c:55]([O:58][CH3:59])[cH:56][cH:57]1)[C:60](=[O:61])[OH:62])[CH3:63].[CH3:22][N:23]1[CH2:24][CH2:25][O:26][CH2:27][CH2:28]1.[CH:64]1([N:65]=[C:66]=[N:67][CH:68]2[CH2:69][CH2:70][CH2:71][CH2:72][CH2:73]2)[CH2:74][CH2:75][CH2:76][CH2:77][CH2:78]1.[Cl:79][CH2:80][Cl:81].[NH2:1][CH:2]([CH:3]([CH2:4][O:5][Si:6]([CH3:7])([CH3:8])[C:9]([CH3:10])([CH3:11])[CH3:12])[NH:13][C:14](=[O:15])[O:16][C:17]([CH3:18])([CH3:19])[CH3:20])[CH3:21].[OH:29][n:30]1[c:31]2[c:32]([cH:33][cH:34][cH:35][cH:36]2)[n:37][n:38]1>>[NH:1]([CH:2]([CH:3]([CH2:4][O:5][Si:6]([CH3:7])([CH3:8])[C:9]([CH3:10])([CH3:11])[CH3:12])[NH:13][C:14](=[O:15])[O:16][C:17]([CH3:18])([CH3:19])[CH3:20])[CH3:21])[C:60]([CH:50]([N:49]([C:39](=[O:40])[O:41][CH2:42][c:43]1[cH:44][cH:45][cH:46][cH:47][cH:48]1)[CH3:63])[CH2:51][c:52]1[cH:53][cH:54][c:55]([O:58][CH3:59])[cH:56][cH:57]1)=[O:61]. Solvent: ClCCl (dichloromethane), ClCCl (dichloromethane), ClCCl (dichloromethane). Reported procedure: To 5.0 g of phenyl chloroformate in 80 ml of dichloromethane is added 7.89 g of the free base, 3-(3-fluorophenyl)-1,3-dihydro-1'-methylspiro[benzo(c)thiophene-1,4'-piperidine] of Example 55, in 10 ml of dichloromethane over 20 minutes. The reaction mixture is stirred at room temperature for 21 hours, then diluted with 200 ml of dichloromethane. The resultant mixture is washed with two 175 ml portions of 10% aqueous sodium hydroxide solution, two 150 ml portions of water and one 70 ml portion of ... Product: FC=1C=C(C=CC1)C1C2=C(C=CC=C2)C2(CCN(CC2)C(=O)OC2=CC=CC=C2)S1 (3-(3-fluorophenyl)-1,3-dihydro-1'-phenoxycarbonylspiro[benzo(c)thiophene-1,4'-piperidine]). Reaction SMILES: Cl[C:2]([O:4][C:5]1[CH:10]=[CH:9][CH:8]=[CH:7][CH:6]=1)=[O:3].[F:11][C:12]1[CH:13]=[C:14]([CH:18]2[S:32][C:25]3([CH2:30][CH2:29][N:28](C)[CH2:27][CH2:26]3)[C:20]3[CH:21]=[CH:22][CH:23]=[CH:24][C:19]2=3)[CH:15]=[CH:16][CH:17]=1>ClCCl>[F:11][C:12]1[CH:13]=[C:14]([CH:18]2[S:32][C:25]3([CH2:26][CH2:27][N:28]([C:2]([O:4][C:5]4[CH:10]=[CH:9][CH:8]=[CH:7][CH:6]=4)=[O:3])[CH2:29][CH2:30]3)[C:20]3[CH:21]=[CH:22][CH:23]=[CH:24][C:19]2=3)[CH:15]=[CH:16][CH:17]=1. Reactants: ClC(=O)OC1=CC=CC=C1 (phenyl chloroformate), free base, FC=1C=C(C=CC1)C1C2=C(C=CC=C2)C2(CCN(CC2)C)S1 (3-(3-fluorophenyl)-1,3-dihydro-1'-methylspiro[benzo(c)thiophene-1,4'-piperidine]). Conditions: time 21 hour. Starting materials: CCOC(=O)CN1C(=O)C(N2C(=O)c3ccccc3C2=O)CCCc2ccccc21, CCO, NN, O. The product is CCOC(=O)CN1C(=O)C(N)CCCc2ccccc21. Reaction SMILES: [CH2:1]([CH3:2])[O:3][C:4](=[O:5])[CH2:6][N:7]1[C:8](=[O:30])[CH:9]([N:19]2[C:20](=[O:21])[c:22]3[cH:23][cH:24][cH:25][cH:26][c:27]3[C:28]2=[O:29])[CH2:10][CH2:11][CH2:12][c:13]2[c:14]1[cH:15][cH:16][cH:17][cH:18]2.[CH3:34][CH2:35][OH:36].[NH2:32][NH2:33].[OH2:31]>>[CH2:1]([CH3:2])[O:3][C:4](=[O:5])[CH2:6][N:7]1[C:8](=[O:30])[CH:9]([NH2:19])[CH2:10][CH2:11][CH2:12][c:13]2[c:14]1[cH:15][cH:16][cH:17][cH:18]2. The reactants are ClC[Si](C)(C)C ((chloromethyl)trimethylsilane), C(C1=CC=CC=C1)N (benzylamine), [OH-].[Na+] (Sodium hydroxide). Run at temperature 200 celsius. Yields the product C(C1=CC=CC=C1)NC[Si](C)(C)C (N-Benzyl-N-(trimethylsilyl)methylamine). RXN SMILES: Cl[CH2:2][Si:3]([CH3:6])([CH3:5])[CH3:4].[CH2:7]([NH2:14])[C:8]1[CH:13]=[CH:12][CH:11]=[CH:10][CH:9]=1.[OH-].[Na+]>>[CH2:7]([NH:14][CH2:2][Si:3]([CH3:6])([CH3:5])[CH3:4])[C:8]1[CH:13]=[CH:12][CH:11]=[CH:10][CH:9]=1 |f:2.3|. Procedure details: Into a round bottom 3-neck flask equipped with a nitrogen flow, a magnetic stirrer, and a friedrichs condenser was added (chloromethyl)trimethylsilane (0.100 mol). To the flask was added benzylamine (0.300 mol), with stirring, and the resulting solution heated at 200° C. for 2.5 hours. Sodium hydroxide aqueous solution (0.1N) was added in order to hydrolyze the white organic salt that had formed. The mixture was extracted with ether and the ether layer was dried over magnesium sulfate and concen... Reactants: [Br-], CC(=O)Cn1nnc(C2CC3(c4ccccc4)C(OCc4cc(C(F)(F)F)cc(C(F)(F)F)c4)CCC2N3Cc2ccccc2)n1, C1CCOC1, C[Mg+]. Yields the product CC(C)(O)Cn1nnc(C2CC3(c4ccccc4)C(OCc4cc(C(F)(F)F)cc(C(F)(F)F)c4)CCC2N3Cc2ccccc2)n1. Reaction SMILES: [Br-:1].[CH2:4]([c:5]1[cH:6][cH:7][cH:8][cH:9][cH:10]1)[N:11]1[C:12]2([c:44]3[cH:45][cH:46][cH:47][cH:48][cH:49]3)[CH:13]([O:28][CH2:29][c:30]3[cH:31][c:32]([C:40]([F:41])([F:42])[F:43])[cH:33][c:34]([C:36]([F:37])([F:38])[F:39])[cH:35]3)[CH2:14][CH2:15][CH:16]1[CH:17]([c:19]1[n:20][n:21][n:22]([CH2:24][C:25]([CH3:26])=[O:27])[n:23]1)[CH2:18]2.[CH2:50]1[O:51][CH2:52][CH2:53][CH2:54]1.[CH3:2][Mg+:3]>>[CH3:2][C:25]([CH2:24][n:22]1[n:21][n:20][c:19]([CH:17]2[CH:16]3[N:11]([CH2:4][c:5]4[cH:6][cH:7][cH:8][cH:9][cH:10]4)[C:12]([c:44]4[cH:45][cH:46][cH:47][cH:48][cH:49]4)([CH:13]([O:28][CH2:29][c:30]4[cH:31][c:32]([C:40]([F:41])([F:42])[F:43])[cH:33][c:34]([C:36]([F:37])([F:38])[F:39])[cH:35]4)[CH2:14][CH2:15]3)[CH2:18]2)[n:23]1)([CH3:26])[OH:27].